From a dataset of the Open Reaction Database (ORD), a public repository of structured organic reaction records. describe an organic reaction: reactants, conditions, products, and yield Starting materials: C(C)(=O)OCC (Ethyl acetate), ClC=1C=NC=C(C1NC(C1=CC(=C(C=C1)OC(F)F)OCC1CC1)=O)Cl (N-(3,5-Dichloropyridin-4-yl)-4-difluoromethoxy-3-cyclopropylmethoxybenzamide), O.O.O.O.O.O.C(C=1C(C(=O)[O-])=CC=CC1)(=O)O[O-].[Mg+2] (magnesium monoperoxyphthalate hexahydrate), O.O.O.O.O.O.C(C=1C(C(=O)[O-])=CC=CC1)(=O)O[O-].[Mg+2] (magnesium monoperoxyphthalate hexahydrate). Run in C(Cl)Cl.CO (CH2Cl2 MeOH). Product: ClC=1C=[N+](C=C(C1NC(C1=CC(=C(C=C1)OC(F)F)OCC1CC1)=O)Cl)[O-] (N-(3.5-Dichloro-1-oxido-pyridin-4-yl)-4-difluoromethoxy-3-cyclopropylmethoxybenzamide). Isolated yield 63.8%. RXN SMILES: [Cl:1][C:2]1[CH:3]=[N:4][CH:5]=[C:6]([Cl:26])[C:7]=1[NH:8][C:9](=[O:25])[C:10]1[CH:15]=[CH:14][C:13]([O:16][CH:17]([F:19])[F:18])=[C:12]([O:20][CH2:21][CH:22]2[CH2:24][CH2:23]2)[CH:11]=1.O.O.O.O.O.O.C(O[O-])(=O)C1C(=CC=CC=1)C([O-])=[O:37].[Mg+2].C(OCC)(=O)C>C(Cl)Cl.CO>[Cl:26][C:6]1[CH:5]=[N+:4]([O-:37])[CH:3]=[C:2]([Cl:1])[C:7]=1[NH:8][C:9](=[O:25])[C:10]1[CH:15]=[CH:14][C:13]([O:16][CH:17]([F:18])[F:19])=[C:12]([O:20][CH2:21][CH:22]2[CH2:23][CH2:24]2)[CH:11]=1 |f:1.2.3.4.5.6.7.8,10.11|. Procedure: A mixture of N-(3,5-Dichloropyridin-4-yl)-4-difluoromethoxy-3-cyclopropylmethoxybenzamide (3.0 g, 7.4 mmol) and magnesium monoperoxyphthalate hexahydrate (“MMPP”) (7.36 g, 14.9 mmol) in CH2Cl2/MeOH (10 mL) was stirred under reflux for 48 h. An additional amount of magnesium monoperoxyphthalate hexahydrate (7.4 g, 15 mmol) was added and the reaction mixture was stirred under reflux for an additional 24 h. Ethyl acetate was then added and the organic phase was washed by 25% aqueous NH4OAc, water a... Reactants: BrC1=CC=CC(=N1)N(CC1=CC=C(C=C1)OC)CC1=CC=C(C=C1)OC ((6-bromo-pyridin-2-yl)-bis-(4-methoxy-benzyl)-amine), CN(C)C=O (DMF), Polystyrene, CN(C)C=O (DMF), C1(=CC=CC=C1)P(C1=CC=CC=C1)C1=CC=CC=C1 (triphenylphosphine). The reagents and catalysts are [C-]#N.[C-]#N.[Zn+2] (Zn(CN)2), CC(=O)[O-].CC(=O)[O-].[Pd+2] (Pd(OAc)2). Run at time 1 hour. Yields the product COC1=CC=C(CN(C2=CC=CC(=N2)C#N)CC2=CC=C(C=C2)OC)C=C1 (6-[Bis-(4-methoxy-benzyl)-amino]-pyridine-2-carbonitrile). Reaction SMILES: C1(P(C2C=CC=CC=2)C2C=CC=CC=2)C=CC=CC=1.Br[C:21]1[N:26]=[C:25]([N:27]([CH2:37][C:38]2[CH:43]=[CH:42][C:41]([O:44][CH3:45])=[CH:40][CH:39]=2)[CH2:28][C:29]2[CH:34]=[CH:33][C:32]([O:35][CH3:36])=[CH:31][CH:30]=2)[CH:24]=[CH:23][CH:22]=1.[CH3:46][N:47](C=O)C>CC([O-])=O.CC([O-])=O.[Pd+2].[C-]#N.[C-]#N.[Zn+2]>[CH3:36][O:35][C:32]1[CH:33]=[CH:34][C:29]([CH2:28][N:27]([CH2:37][C:38]2[CH:43]=[CH:42][C:41]([O:44][CH3:45])=[CH:40][CH:39]=2)[C:25]2[N:26]=[C:21]([C:46]#[N:47])[CH:22]=[CH:23][CH:24]=2)=[CH:30][CH:31]=1 |f:3.4.5,6.7.8|. Reported procedure: Polystyrene supported triphenylphosphine (250 mg, 0.544 mmol) and Pd(OAc)2 (57 mg, 0.25 mmol) were combined in a glass vial along with DMF (5.5 mL). The vial was flushed with argon and a septum was affixed. The suspension was stirred for 1 h at room temperature. Solid Zn(CN)2 (426 mg, 3.63 mmol) and a solution of (6-bromo-pyridin-2-yl)-bis-(4-methoxy-benzyl)-amine (1.50 g, 3.63 mmol) in DMF (5.5 mL) were then added. The vial was flushed with argon, sealed, and heated at 140° C. in a microwave fo... Reactants: C(=O)NC=1SC=C(N1)C(C(=O)NC1[C@@H]2N(C(=C(CS2)CSC2=NN=NN2CC=C)C(=O)O)C1=O)=NOCCOC=O (7-[2-(2-formamidothiazol-4-yl)-2-(2-formyloxyethoxyimino)acetamido]-3-(1-allyl-1H-tetrazol-5-yl)thiomethyl-3-cephem-4-carboxylic acid), Cl (hydrochloric acid). The solvent is CO (methanol), O1CCCC1 (tetrahydrofuran). The product is Cl.NC=1SC=C(N1)C(C(=O)NC1[C@@H]2N(C(=C(CS2)CSC2=NN=NN2CC=C)C(=O)O)C1=O)=NOCCO (7-[2-(2-aminothiazol-4-yl)-2-(2-hydroxyethoxyimino)acetamido]-3-(1-allyl-1H-tetrazol-5-yl)thiomethyl-3-cephem-4-carboxylic acid hydrochloride). The yield is 97.7%. As a reaction SMILES: C([NH:3][C:4]1[S:5][CH:6]=[C:7]([C:9](=[N:35][O:36][CH2:37][CH2:38][O:39]C=O)[C:10]([NH:12][CH:13]2[C:33](=[O:34])[N:15]3[C:16]([C:30]([OH:32])=[O:31])=[C:17]([CH2:20][S:21][C:22]4[N:26]([CH2:27][CH:28]=[CH2:29])[N:25]=[N:24][N:23]=4)[CH2:18][S:19][C@H:14]23)=[O:11])[N:8]=1)=O.[ClH:42]>CO.O1CCCC1>[ClH:42].[NH2:3][C:4]1[S:5][CH:6]=[C:7]([C:9](=[N:35][O:36][CH2:37][CH2:38][OH:39])[C:10]([NH:12][CH:13]2[C:33](=[O:34])[N:15]3[C:16]([C:30]([OH:32])=[O:31])=[C:17]([CH2:20][S:21][C:22]4[N:26]([CH2:27][CH:28]=[CH2:29])[N:25]=[N:24][N:23]=4)[CH2:18][S:19][C@H:14]23)=[O:11])[N:8]=1 |f:4.5|. Procedure: A solution of 7-[2-(2-formamidothiazol-4-yl)-2-(2-formyloxyethoxyimino)acetamido]-3-(1-allyl-1H-tetrazol-5-yl)thiomethyl-3-cephem-4-carboxylic acid (syn isomer, 5.0 g.) and conc. hydrochloric acid (3.34 g.) in methanol (35 ml.) and tetrahydrofuran (5 ml.) was treated in a similar manner to that of Example 2-(2) to give 7-[2-(2-aminothiazol-4-yl)-2-(2-hydroxyethoxyimino)acetamido]-3-(1-allyl-1H-tetrazol-5-yl)thiomethyl-3-cephem-4-carboxylic acid hydrochloride (syn isomer, 4.73 g.). Reactants: N(=NC(=O)OCC)C(=O)OCC (diethyl azodicarboxylate), C1(=CC=CC=C1)P(C1=CC=CC=C1)C1=CC=CC=C1 (triphenylphosphine), C1(C=2C(C(N1)=O)=CC=CC2)=O (phthalimide), BrC=1C=NC=C(C1)CO (3-bromo-5-hydroxymethylpyridine). Run in C1CCOC1 (THF), C1CCOC1 (THF). Run at time 8 hour. The product is BrC=1C=C(C=NC1)CN1C(C=2C(C1=O)=CC=CC2)=O (5-bromo-3-(phthalimidomethyl)pyridine). The yield is 84.1%. As a reaction SMILES: C1(P(C2C=CC=CC=2)C2C=CC=CC=2)C=CC=CC=1.[C:20]1(=[O:30])[NH:24][C:23](=[O:25])[C:22]2=[CH:26][CH:27]=[CH:28][CH:29]=[C:21]12.[Br:31][C:32]1[CH:33]=[N:34][CH:35]=[C:36]([CH2:38]O)[CH:37]=1.N(C(OCC)=O)=NC(OCC)=O>C1COCC1>[Br:31][C:32]1[CH:37]=[C:36]([CH2:38][N:24]2[C:20](=[O:30])[C:21]3=[CH:29][CH:28]=[CH:27][CH:26]=[C:22]3[C:23]2=[O:25])[CH:35]=[N:34][CH:33]=1. Procedure details: 5-Bromo-3-(phthalimidomethyl)pyridine is produced by adding triphenylphosphine (12.1 g, 46.3 mmol) and phthalimide (6.80 g, 46.3 mmol) in dry THF (70 mL) to a stirred suspension of 3-bromo-5-hydroxymethylpyridine (6.70 g, 35.6 mmol), and then adding a solution of diethyl azodicarboxylate (7.30 mL, 46.3 mmol) in dry THF (30 mL) drop-wise. The reaction mixture was stirred at room temperature overnight. After removal of the solvent by rotary evaporation, the crude material was purified by column ch... Reactants: Cl.C1(=CC=CC=C1)C1=NC2=CC=CC=C2C(=C1)C(=O)Cl (2-Phenylquinoline-4-carboxylic acid chloride hydrochloride), CNC1=CC=CC=C1 (N-methylaniline). Run in C(Cl)Cl (methylene chloride). Conditions: temperature 0 celsius, time 30 minute. The product is CN(C(=O)C1=CC(=NC2=CC=CC=C12)C1=CC=CC=C1)C1=CC=CC=C1 (N-methyl-N-phenyl-2-phenylquinoline-4-carboxamide). As a reaction SMILES: Cl.[C:2]1([C:8]2[CH:17]=[C:16]([C:18](Cl)=[O:19])[C:15]3[C:10](=[CH:11][CH:12]=[CH:13][CH:14]=3)[N:9]=2)[CH:7]=[CH:6][CH:5]=[CH:4][CH:3]=1.[CH3:21][NH:22][C:23]1[CH:28]=[CH:27][CH:26]=[CH:25][CH:24]=1>C(Cl)Cl>[CH3:21][N:22]([C:23]1[CH:28]=[CH:27][CH:26]=[CH:25][CH:24]=1)[C:18]([C:16]1[C:15]2[C:10](=[CH:11][CH:12]=[CH:13][CH:14]=2)[N:9]=[C:8]([C:2]2[CH:7]=[CH:6][CH:5]=[CH:4][CH:3]=2)[CH:17]=1)=[O:19] |f:0.1|. Reported procedure: 2-Phenylquinoline-4-carboxylic acid chloride hydrochloride (10.7 g) is added in portions over a period of 15 minutes, with stirring, to a solution of N-methylaniline (12.8 g) in methylene chloride (75 ml), cooled to 0° C. The mixture is stirred for 2 hours 30 minutes at 10° C. The solution obtained is washed with a 20% strength solution of acetic acid in water (120 ml). The acetic acid solution is extracted with methylene chloride (100 ml). The organic phases are combined, washed with water (3×1... Reactants: BrC=1C=CC2=C(N(N=C2C1)C1=CC=C(C=C1)F)C(=O)N (6-bromo-2-(4-fluorophenyl)-2H-indazole-3-carboxamide), C([O-])(O)=O.[Na+] (sodium bicarbonate). Run in O (water), S(O)(O)(=O)=O (sulfuric acid), O (water). Conditions: temperature 90 celsius. Yields the product BrC=1C=CC2=C(N(N=C2C1)C1=CC=C(C=C1)F)C(=O)O (6-bromo-2-(4-fluorophenyl)-2H-indazole-3-carboxylic acid). Isolated yield 35.0%. As a reaction SMILES: [Br:1][C:2]1[CH:3]=[CH:4][C:5]2[C:9]([CH:10]=1)=[N:8][N:7]([C:11]1[CH:16]=[CH:15][C:14]([F:17])=[CH:13][CH:12]=1)[C:6]=2[C:18](N)=[O:19].C(=O)(O)[O-:22].[Na+]>S(=O)(=O)(O)O.O>[Br:1][C:2]1[CH:3]=[CH:4][C:5]2[C:9]([CH:10]=1)=[N:8][N:7]([C:11]1[CH:16]=[CH:15][C:14]([F:17])=[CH:13][CH:12]=1)[C:6]=2[C:18]([OH:19])=[O:22] |f:1.2|. Reported procedure: A stirred suspension of compound (xv) in conc. sulfuric acid (5 mL) and water (5 mL) were heated to 90° C. After 2 h the reaction mixture was diluted with water, neutralized with sodium bicarbonate and extracted with EtOAc (3×15 mL). The organic layer was dried (Na2SO4) and concentrated to give 6-bromo-2-(4-fluorophenyl)-2H-indazole-3-carboxylic acid (xvi) (70 mg, 35%) as a white solid. ESI-MS m/z calculated for [M+H]+: 336.98; found: 336.80.